This data is from the Open Reaction Database (ORD), a public repository of structured organic reaction records. The task is: describe an organic reaction: reactants, conditions, products, and yield Starting materials: O=C(CBr)OCc1ccccc1, CCOC(=O)C(C(=O)OCC)n1cccc1, CN(C)C=O, [H-], [Na+], O. Product: CCOC(=O)C(CC(=O)OCc1ccccc1)(C(=O)OCC)n1cccc1. RXN SMILES: [Br:19][CH2:20][C:21](=[O:22])[O:23][CH2:24][c:25]1[cH:26][cH:27][cH:28][cH:29][cH:30]1.[CH2:1]([CH3:2])[O:3][C:4]([CH:5]([C:6](=[O:7])[O:8][CH2:9][CH3:10])[n:11]1[cH:12][cH:13][cH:14][cH:15]1)=[O:16].[CH3:32][N:33]([CH3:34])[CH:35]=[O:36].[H-:17].[Na+:18].[OH2:31]>>[CH2:1]([CH3:2])[O:3][C:4]([C:5]([C:6](=[O:7])[O:8][CH2:9][CH3:10])([n:11]1[cH:12][cH:13][cH:14][cH:15]1)[CH2:20][C:21](=[O:22])[O:23][CH2:24][c:25]1[cH:26][cH:27][cH:28][cH:29][cH:30]1)=[O:16]. Reactants: C(#N)C1=CC=C2CCNCC2=C1 (7-cyano-1,2,3,4-tetrahydroisoquinoline), C(=O)([O-])[O-].[K+].[K+] (K2CO3), BrCC(=O)OC(C)(C)C (tert-butyl bromoacetate). Solvent: CC#N (CH3CN). Reaction conditions: time 4 hour. The product is C(#N)C1=CC=C2CCN(CC2=C1)CC(=O)OC(C)(C)C (tert-butyl (7-cyano-3,4-dihydroisoquinolin-2(1H)-yl)acetate). As a reaction SMILES: [C:1]([C:3]1[CH:12]=[C:11]2[C:6]([CH2:7][CH2:8][NH:9][CH2:10]2)=[CH:5][CH:4]=1)#[N:2].C([O-])([O-])=O.[K+].[K+].Br[CH2:20][C:21]([O:23][C:24]([CH3:27])([CH3:26])[CH3:25])=[O:22]>CC#N>[C:1]([C:3]1[CH:12]=[C:11]2[C:6]([CH2:7][CH2:8][N:9]([CH2:20][C:21]([O:23][C:24]([CH3:27])([CH3:26])[CH3:25])=[O:22])[CH2:10]2)=[CH:5][CH:4]=1)#[N:2] |f:1.2.3|. Procedure: To a suspension of 7-cyano-1,2,3,4-tetrahydroisoquinoline (ABCR, 2 g; 12.64 mmol) and K2CO3 (3.49 g, 25.28 mmol) in CH3CN (40 mL), was added tert-butyl bromoacetate (1.96 mL; 13.27 mmol) and the reaction mixture was stirred at RT for 4 hours. Solvents were removed under vacuum and solid residue was extracted with EtOAc from a saturated aqueous solution of NaHCO3, dried over MgSO4 and evaporated under vacuum to give the title compound a as colorless oil (3.32 g; 96%). 1H NMR (DMSO-d6) δ 7.55 (m, ... The reactants are CCN(CC)S(F)(F)F, COCOc1ccc(CC(C)(C)O)nc1, ClCCl, [Na+], O=C([O-])O. Product: COCOc1ccc(CC(C)(C)F)nc1. As a reaction SMILES: [CH2:16]([N:17]([S:18]([F:19])([F:20])[F:22])[CH2:21][CH3:23])[CH3:24].[CH3:1][O:2][CH2:3][O:4][c:5]1[cH:6][cH:7][c:8]([CH2:11][C:12]([CH3:13])([OH:14])[CH3:15])[n:9][cH:10]1.[Cl:30][CH2:31][Cl:32].[Na+:29].[O-:25][C:26]([OH:27])=[O:28]>>[CH3:1][O:2][CH2:3][O:4][c:5]1[cH:6][cH:7][c:8]([CH2:11][C:12]([CH3:13])([CH3:15])[F:22])[n:9][cH:10]1. Starting materials: C(C1=CC(OC)=C(O)C(OC)=C1)=O (syringaldehyde), C(C)(=O)[O-].[Na+] (sodium acetate), C(C)(=O)OC(C)=O (acetic anhydride), C(C)(=O)OC(C)=O (acetic anhydride), 4-N,N-dimethylaminopyridine. Product: C(C)(=O)O/C(/C(=O)O)=C\C1=CC(OC)=C(O)C(OC)=C1 (acetoxysinapic acid). As a reaction SMILES: [CH:1](=O)[C:2]1[CH:12]=[C:9]([O:10][CH3:11])[C:7]([OH:8])=[C:4]([O:5][CH3:6])[CH:3]=1.[C:14]([O:17]C(=O)C)(=[O:16])[CH3:15].[C:21]([O-:24])(=[O:23])[CH3:22].[Na+]>>[C:21]([O:24]/[C:15](=[CH:1]\[C:2]1[CH:12]=[C:9]([O:10][CH3:11])[C:7]([OH:8])=[C:4]([O:5][CH3:6])[CH:3]=1)/[C:14]([OH:17])=[O:16])(=[O:23])[CH3:22] |f:2.3|. Reported procedure: Batch: 1) 2 kg (11 moles) syringaldehyde; 2) 8.64 kg acetic anhydride; 3) 0.01 kg 4-N,N-dimethylaminopyridine, 4) 0.902 kg sodium acetate, 5) 3.349 kg acetic anhydride Starting materials: BrCC(=O)OC(C)(C)C (t-butyl bromoacetate), [O-]C#N.[K+] (potassium cyanate), C(C)(C)(C)OC(=O)N[C@@H]1C(NC1)=O ((3S)-3-[[(t-Butyloxy)carbonyl]amino]-2-azetidinone). The solvent is CN(C=O)C (dimethylformamide). Conditions: temperature 100 celsius. Yields the product C(C)(C)(C)OC(=O)N[C@@H]1C(N(C1)C(=O)NCC(=O)OC(C)(C)C)=O ((S)-N-[[3-[[(t-Butyloxy)carbonyl]amino]-2-oxo-1-azetidinyl]carbonyl]glycine, t-butyl ester). Isolated yield 26.2%. As a reaction SMILES: [O-:1][C:2]#[N:3].[K+].Br[CH2:6][C:7]([O:9][C:10]([CH3:13])([CH3:12])[CH3:11])=[O:8].[C:14]([O:18][C:19]([NH:21][C@H:22]1[CH2:25][NH:24][C:23]1=[O:26])=[O:20])([CH3:17])([CH3:16])[CH3:15]>CN(C)C=O>[C:14]([O:18][C:19]([NH:21][C@H:22]1[CH2:25][N:24]([C:2]([NH:3][CH2:6][C:7]([O:9][C:10]([CH3:13])([CH3:12])[CH3:11])=[O:8])=[O:1])[C:23]1=[O:26])=[O:20])([CH3:17])([CH3:15])[CH3:16] |f:0.1|. Procedure details: To a suspension of potassium cyanate (186 mg, 2.3 mmol) in 2 ml of dimethylformamide was added t-butyl bromoacetate (0.356 ml, 2.2 mmol). The mixture was heated to 100° C. for 1 hour and cooled to room temperature. (3S)-3-[[(t-Butyloxy)carbonyl]amino]-2-azetidinone (372 mg, 2.0 mmol) was then added, and the mixture was heated from 65° C. to 140° C. over a period of 3.5 hours, finally maintaining the temperature at 140° C. for 0.5 hours. Upon cooling to room temperature, the crude product was ext...